Dataset: the Open Reaction Database (ORD), a public repository of structured organic reaction records. Task: describe an organic reaction: reactants, conditions, products, and yield Starting materials: CCOC(=O)c1nc(C)ccc1Br, CCCCCC, C[Al](C)C, Cn1ccc(N)n1, C1COCCO1. Reaction SMILES: [CH2:18]([O:20][C:21](=[O:19])[c:23]1[n:24][c:25]([CH3:30])[cH:26][cH:27][c:28]1[Br:29])[CH3:22].[CH3:12][CH2:13][CH2:14][CH2:15][CH2:16][CH3:17].[CH3:8][Al:9]([CH3:10])[CH3:11].[NH2:1][c:2]1[n:3][n:4]([CH3:7])[cH:5][cH:6]1.[O:31]1[CH2:32][CH2:33][O:34][CH2:35][CH2:36]1>>[NH:1]([c:2]1[n:3][n:4]([CH3:7])[cH:5][cH:6]1)[C:21](=[O:20])[c:23]1[n:24][c:25]([CH3:30])[cH:26][cH:27][c:28]1[Br:29]. Yields the product Cc1ccc(Br)c(C(=O)Nc2ccn(C)n2)n1.